Dataset: the Open Reaction Database (ORD), a public repository of structured organic reaction records. Task: describe an organic reaction: reactants, conditions, products, and yield Product: Cl.COC1=C(C=CC=C1)SCC1=NC=CC=C1 (2-(((2-methoxyphenyl)thio)methyl)pyridine, hydrochloride). Reaction SMILES: [CH3:1][O:2][C:3]1[CH:8]=[CH:7][CH:6]=[CH:5][C:4]=1[SH:9].[OH-].[Na+].Cl.[N:13]1[CH:18]=[CH:17][CH:16]=[CH:15][C:14]=1[CH2:19][Cl:20]>C(O)C>[ClH:20].[CH3:1][O:2][C:3]1[CH:8]=[CH:7][CH:6]=[CH:5][C:4]=1[S:9][CH2:19][C:14]1[CH:15]=[CH:16][CH:17]=[CH:18][N:13]=1 |f:1.2,3.4,6.7|. Yield: 43.0%. Procedure: 2-Methoxybenzenethiol (5 g) was added to a solution of sodium hydroxide (2.85 g) in ethanol (50 ml) and the resulting mixture was treated with 2-picolyl chloride, hydrochloride (5.7 g) in ethanol (25 ml) at 0° C. After 16 hours at ambient temperature the mixture was filtered through kieselghur and evaporated. The residue was converted into the hydrochloride in ether with ethereal HCl solution and this was recrystallised from propan-2-ol/acetone to give 2-(((2-methoxyphenyl)thio)methyl)pyridine, ... The solvent is C(C)O (ethanol), C(C)O (ethanol). Starting materials: COC1=C(C=CC=C1)S (2-Methoxybenzenethiol), [OH-].[Na+] (sodium hydroxide), Cl.N1=C(C=CC=C1)CCl (2-picolyl chloride, hydrochloride). Reactants: N1(N=NC=C1)CCCCC1=CC=C(C=C1)O (4-(4-[1,2,3]Triazol-1-yl-butyl)-phenol), CN(C=O)C (N,N-dimethyl formamide), [H-].[Na+] (NaH), ClCC=1N=C(OC1)C=CC1=CC2=C(OC(O2)(F)F)C=C1 (4-chloromethyl-2-[2-(2,2-difluoro-benzo[1,3]dioxol-5-yl)-vinyl]-oxazole). Solvent: O (water). Run at time 15 minute. Product: FC1(OC2=C(O1)C=CC(=C2)C=CC=2OC=C(N2)COC2=CC=C(C=C2)CCCCN2N=NC=C2)F (1-[4-(4-{2-[2-(2,2-Difluoro-benzo[1,3]dioxol-5-yl)-vinyl]-oxazol-4-ylmethoxy}-phenyl)-butyl]-1H-[1,2,3]triazole). Isolated yield 87.4%. Reaction SMILES: [N:1]1([CH2:6][CH2:7][CH2:8][CH2:9][C:10]2[CH:15]=[CH:14][C:13]([OH:16])=[CH:12][CH:11]=2)[CH:5]=[CH:4][N:3]=[N:2]1.CN(C)C=O.[H-].[Na+].Cl[CH2:25][C:26]1[N:27]=[C:28]([CH:31]=[CH:32][C:33]2[CH:43]=[CH:42][C:36]3[O:37][C:38]([F:41])([F:40])[O:39][C:35]=3[CH:34]=2)[O:29][CH:30]=1>O>[F:41][C:38]1([F:40])[O:37][C:36]2[CH:42]=[CH:43][C:33]([CH:32]=[CH:31][C:28]3[O:29][CH:30]=[C:26]([CH2:25][O:16][C:13]4[CH:12]=[CH:11][C:10]([CH2:9][CH2:8][CH2:7][CH2:6][N:1]5[CH:5]=[CH:4][N:3]=[N:2]5)=[CH:15][CH:14]=4)[N:27]=3)=[CH:34][C:35]=2[O:39]1 |f:2.3|. Procedure: To a solution of 0.217 g (1.00 mmol) 4-(4-[1,2,3]Triazol-1-yl-butyl)-phenol in 4 ml N,N-dimethyl formamide 40 mg (1.00 mmol) of NaH (60% dispersion in mineral oil) were added and the mixture stirred for 15 min at room temperature. Subsequently 0.3 g (1.00 mmol) 4-chloromethyl-2-[2-(2,2-difluoro-benzo[1,3]dioxol-5-yl)-vinyl]-oxazole were added and stirring continued for 12 h. 20 ml of water were added, the resulting precipitate collected, washed with water (2×), methanol/water (1:1), ether (3×) a... Reactants: S([O-])(O)=O.[Na+] (sodium bisulfite), C1(CCCCC1)CBr (cyclohexylmethyl bromide). The solvent is O (H2O). Product: [Na+].C1(CCCCC1)CS(=O)(=O)[O-] (cyclohexylmethylsulfonate sodium salt). Isolated yield 39.3%. Reaction SMILES: [S:1](=[O:4])([OH:3])[O-:2].[Na+:5].[CH:6]1([CH2:12]Br)[CH2:11][CH2:10][CH2:9][CH2:8][CH2:7]1>O>[Na+:5].[CH:6]1([CH2:12][S:1]([O-:3])(=[O:2])=[O:4])[CH2:11][CH2:10][CH2:9][CH2:8][CH2:7]1 |f:0.1,4.5|. Procedure details: To a solution of sodium bisulfite (32 g, 307 mmole) in H2O (200 mL) was added cyclohexylmethyl bromide (21 mL, 150 mmole). The mixture was then stirred vigorously while heated at reflux for 48 hours. Upon cooling to room temperature, a white precipitate formed. The precipitate was collected on a Buchner funnel and washed with diethyl ether to wash away residual cyclohexylmethyl bromide. The white plate-like solid was dried under high vacuum overnight to provide 11.8 g (39%) of the title compound...